From a dataset of the Open Reaction Database (ORD), a public repository of structured organic reaction records. describe an organic reaction: reactants, conditions, products, and yield Reactants: COC(=O)CCCC=CCC1C(=O)CC(O)C1c1ccc2c(c1)CCC2OCc1ccc(OC)cc1, N#CC1=C(C#N)C(=O)C(Cl)=C(Cl)C1=O, ClCCl, [Na+], O=C([O-])O. The product is COC(=O)CCCC=CCC1C(=O)CC(O)C1c1ccc2c(c1)CCC2O. Reaction SMILES: [CH3:15][O:16][C:17]([CH2:18][CH2:19][CH2:20][CH:21]=[CH:22][CH2:23][CH:24]1[CH:25]([c:31]2[cH:32][c:33]3[c:37]([cH:38][cH:39]2)[CH:36]([O:40][CH2:41][c:42]2[cH:43][cH:44][c:45]([O:46][CH3:47])[cH:48][cH:49]2)[CH2:35][CH2:34]3)[CH:26]([OH:30])[CH2:27][C:28]1=[O:29])=[O:50].[Cl:1][C:2]1=[C:13]([Cl:14])[C:11](=[O:12])[C:8]([C:9]#[N:10])=[C:5]([C:6]#[N:7])[C:3]1=[O:4].[Cl:56][CH2:57][Cl:58].[Na+:55].[O-:51][C:52]([OH:53])=[O:54]>>[CH3:15][O:16][C:17]([CH2:18][CH2:19][CH2:20][CH:21]=[CH:22][CH2:23][CH:24]1[CH:25]([c:31]2[cH:32][c:33]3[c:37]([cH:38][cH:39]2)[CH:36]([OH:40])[CH2:35][CH2:34]3)[CH:26]([OH:30])[CH2:27][C:28]1=[O:29])=[O:50]. Starting materials: BrC=1C=C(C=CC1F)C1N=CC(C1)(C(F)(F)F)C1=CC(=CC(=C1)Cl)Cl (2-(3-bromo-4-fluorophenyl)-4-(3,5-dichlorophenyl)-4-(trifluoromethyl)-3,4-dihydro-2H-pyrrole), CC(C)(C)[O-].[K+] (t-BuOK), O (Water). Solvent: C1CCOC1 (THF). Run at time 16 hour. The product is BrC=1C=C(C=CC1F)C=1CC(CN1)(C(F)(F)F)C1=CC(=CC(=C1)Cl)Cl (5-(3-bromo-4-fluorophenyl)-3-(3,5-dichlorophenyl)-3-(trifluoromethyl)-3,4-dihydro-2H-pyrrole). Yield: 100.0%. RXN SMILES: [Br:1][C:2]1[CH:3]=[C:4]([CH:9]2[CH2:13][C:12]([C:18]3[CH:23]=[C:22]([Cl:24])[CH:21]=[C:20]([Cl:25])[CH:19]=3)([C:14]([F:17])([F:16])[F:15])[CH:11]=[N:10]2)[CH:5]=[CH:6][C:7]=1[F:8].CC([O-])(C)C.[K+].O>C1COCC1>[Br:1][C:2]1[CH:3]=[C:4]([C:9]2[CH2:13][C:12]([C:18]3[CH:19]=[C:20]([Cl:25])[CH:21]=[C:22]([Cl:24])[CH:23]=3)([C:14]([F:17])([F:16])[F:15])[CH2:11][N:10]=2)[CH:5]=[CH:6][C:7]=1[F:8] |f:1.2|. Reported procedure: To a solution of 2-(3-bromo-4-fluorophenyl)-4-(3,5-dichlorophenyl)-4-(trifluoromethyl)-3,4-dihydro-2H-pyrrole (0.88 g) in THF (13 ml), t-BuOK (0.24 g) was added under ice cooling. The mixture was returned to room temperature and stirred for 16 hours. Water was added to the reaction mixture, and the aqueous layer was separated and extracted with ethyl acetate. The combined organic layers, were washed with saturated brine, and dried over magnesium sulfate. After filtering the reaction mixture, the...